Dataset: the Open Reaction Database (ORD), a public repository of structured organic reaction records. Task: describe an organic reaction: reactants, conditions, products, and yield The reactants are N12CC(C(CC1)CC2)O (3-Quinuclidinol), C1(CCCC1)C(C(=O)OCC)(O)C#CC1=CC=CC=C1 (ethyl α-cyclopentyl-α-phenylethynylglycolate), [Na] (sodium), C1(=CC=CC=C1)C (toluene), [Na] (sodium), crude product. The solvent is CCCCCC (hexane). Yields the product C1(CCCC1)C(C(=O)OC1CN2CCC1CC2)(O)C#CC2=CC=CC=C2 (3-Quinuclidyl α-Cyclopentyl-α-phenylethynylglycolate). As a reaction SMILES: [N:1]12[CH2:8][CH2:7][CH:4]([CH2:5][CH2:6]1)[CH:3]([OH:9])[CH2:2]2.[Na].C1(C)C=CC=CC=1.[CH:18]1([C:23]([C:30]#[C:31][C:32]2[CH:37]=[CH:36][CH:35]=[CH:34][CH:33]=2)([OH:29])[C:24](OCC)=[O:25])[CH2:22][CH2:21][CH2:20][CH2:19]1>CCCCCC>[CH:18]1([C:23]([C:30]#[C:31][C:32]2[CH:33]=[CH:34][CH:35]=[CH:36][CH:37]=2)([OH:29])[C:24]([O:9][CH:3]2[CH:4]3[CH2:7][CH2:8][N:1]([CH2:6][CH2:5]3)[CH2:2]2)=[O:25])[CH2:22][CH2:21][CH2:20][CH2:19]1 |^1:9|. Procedure: 3-Quinuclidinol (3.8 g., 0.030 mole) and about 0.05 g. of sodium were refluxed in 50 ml. of toluene, in a flask equipped with a reflux head, until all the sodium reacted. Then, ethyl α-cyclopentyl-α-phenylethynylglycolate (5.4 g., 0.02 mole) in 35 ml. of solvent was added dropwise over an hour period. No temperature drop was noted in the reflux head. The reaction mixture was refluxed for about 18 hours and then about 40 ml. of solvent was distilled from the reaction flask over a four hour period... Solvent: CO (methanol). As a reaction SMILES: C([O:4][C@@H:5]1[C@H:9]([O:10]C(=O)C)[C@@H:8]([CH3:14])[O:7][C@H:6]1[N:15]1[CH:32]=[C:31]([C:33]#[C:34][Si](C)(C)C)[C:19]([NH:20][C:21]([O:23][CH2:24][C:25]([CH3:30])([CH3:29])[CH2:26][O:27][CH3:28])=[O:22])=[N:18][C:16]1=[O:17])(=O)C.C([O-])([O-])=O.[K+].[K+]>CO>[C:33]([C:31]1[C:19]([NH:20][C:21]([O:23][CH2:24][C:25]([CH3:29])([CH3:30])[CH2:26][O:27][CH3:28])=[O:22])=[N:18][C:16](=[O:17])[N:15]([CH:32]=1)[C@@H:6]1[O:7][C@H:8]([CH3:14])[C@@H:9]([OH:10])[C@H:5]1[OH:4])#[CH:34] |f:1.2.3|. Procedure details: 2',3'-di-O-acetyl-5'-deoxy-N4 -[(3-methoxy-2,2- dimethylpropoxy)carbonyl]-5-[2-(trimethylsilyl)ethynyl]-cytidine (100 mg, 0.18 mmol) was dissolved in methanol (4 ml), followed by addition of K2CO3 (38 mg,0.27 mmol). After stirring for 30 min at room temperature, the reaction mixture was evaporated under reduced pressure. Purification of the residue by preparative thin layer chlomatography on silica gel (using dichloromethane:methanol=20:1 as a developing solvent) gave 5'-deoxy-5- ethynyl-N4 -[(3... Reaction conditions: time 30 minute. Product: C(#C)C=1C(=NC(N([C@H]2[C@H](O)[C@H](O)[C@@H](C)O2)C1)=O)NC(=O)OCC(COC)(C)C (5'-deoxy-5- ethynyl-N4 -[(3-methoxy-2,2-dimethylpropoxy)carbonyl]cytidine). The reactants are C(C)(=O)O[C@H]1[C@@H](O[C@@H]([C@H]1OC(C)=O)C)N1C(=O)N=C(NC(=O)OCC(COC)(C)C)C(=C1)C#C[Si](C)(C)C (2',3'-di-O-acetyl-5'-deoxy-N4 -[(3-methoxy-2,2- dimethylpropoxy)carbonyl]-5-[2-(trimethylsilyl)ethynyl]-cytidine), C(=O)([O-])[O-].[K+].[K+] (K2CO3). Yield: 60.4%. Reactants: Cl/C=C/COC1=CC=CC=2N=C(SC21)C (trans-7-(3-chloro-allyloxy)-2-methyl-benzothiazole), ClC\C=C\CCl (trans-1,4-dichloro-2-butene), C1=CC=CC=2C(C3=C(CCC21)C=CC=C3)N3CCNCC3 (1-(10,11-dihydro-5H-dibenzo[a,d]-cyclohepten-5-yl)piperazine). Yields the product C1=CC=CC=2C(C3=C(CCC21)C=CC=C3)N3CCN(CC3)C/C=C/COC3=CC=CC=2N=C(SC23)C (trans-7-{4-[4-(10,11-Dihydro-5H-dibenzo[a,d]cyclohepten-5-yl)-piperazin-1-yl]-but-2-enyloxy}-2-methyl-benzothiazole), Cl/C=C/COC1=CC=CC=2N=C(SC21)C (trans-7-(3-chloroallyloxy)-2-methyl-benzothiazole). As a reaction SMILES: [Cl:1]/[CH:2]=[CH:3]/[CH2:4][O:5][C:6]1[C:14]2[S:13][C:12]([CH3:15])=[N:11][C:10]=2[CH:9]=[CH:8][CH:7]=1.[CH:16]1[C:26]2[CH2:25][CH2:24][C:23]3[CH:27]=[CH:28][CH:29]=[CH:30][C:22]=3[CH:21]([N:31]3[CH2:36][CH2:35][NH:34][CH2:33][CH2:32]3)[C:20]=2[CH:19]=[CH:18][CH:17]=1.Cl[CH2:38]/C=C/CCl>>[CH:27]1[C:23]2[CH2:24][CH2:25][C:26]3[CH:16]=[CH:17][CH:18]=[CH:19][C:20]=3[CH:21]([N:31]3[CH2:32][CH2:33][N:34]([CH2:38]/[CH:2]=[CH:3]/[CH2:4][O:5][C:6]4[C:14]5[S:13][C:12]([CH3:15])=[N:11][C:10]=5[CH:9]=[CH:8][CH:7]=4)[CH2:35][CH2:36]3)[C:22]=2[CH:30]=[CH:29][CH:28]=1.[Cl:1]/[CH:2]=[CH:3]/[CH2:4][O:5][C:6]1[C:14]2[S:13][C:12]([CH3:15])=[N:11][C:10]=2[CH:9]=[CH:8][CH:7]=1. Procedure: The title compound was prepared according to Method GA from trans-7-(3-chloro-allyloxy)-2-methyl-benzothiazole and 1-(10,11-dihydro-5H-dibenzo[a,d]-cyclohepten-5-yl)piperazine. mp 151-152° C.; LSIMS m/z 496. The trans-7-(3-chloroallyloxy)-2-methyl-benzothiazole was prepared by Method IV with trans-1,4-dichloro-2-butene as the alkylating agent. The reactants are COC1=CC2=C(N3C(S2)=NC=C(C3=O)C(=O)OCC)C=C1 (Ethyl 8-methoxy-4-oxo-4H-pyrimido[2,1-b]-benzthiazole-3-carboxylate), SC1=C(C=CC(=C1)OC)N1C(NC=C(C1=O)C(=O)O)=O (1-(2-mercapto-4-methoxyphenyl)-5-carboxypyrimidine-2,6-dione), [OH-].[Na+] (sodium hydroxide), Cl (hydrochloric acid). Solvent: C(C)O (ethanol). Product: COC1=CC2=C(N3C(S2)=C(C=NC3=O)C(=O)O)C=C1 (7-Methoxy-1-oxo-1H-pyrimido[6,1-b]benzthiazole-4-carboxylic acid). Reaction SMILES: COC1C=CC2N3C(=O)C(C(OCC)=O)=CN=C3SC=2C=1.[OH-].[Na+].Cl.[SH:25][C:26]1[CH:31]=[C:30]([O:32][CH3:33])[CH:29]=[CH:28][C:27]=1[N:34]1[C:39](=O)[C:38]([C:41]([OH:43])=[O:42])=[CH:37][NH:36][C:35]1=[O:44]>C(O)C>[CH3:33][O:32][C:30]1[CH:29]=[CH:28][C:27]2[N:34]3[C:35](=[O:44])[N:36]=[CH:37][C:38]([C:41]([OH:43])=[O:42])=[C:39]3[S:25][C:26]=2[CH:31]=1 |f:1.2|. Procedure: 4.5 g. Ethyl 8-methoxy-4-oxo-4H-pyrimido[2,1-b]-benzthiazole-3-carboxylate (prepared by the method described by Alaimo, J. Het. Chem., 10, 769/1973) are mixed with a mixture of 75 ml. 10% aqueous sodium hydroxide solution and 25 ml. ethanol and heated under reflux for 30 minutes. After neutralizing the reaction mixture with 2 N hydrochloric acid, 1-(2-mercapto-4-methoxyphenyl)-5-carboxypyrimidine-2,6-dione precipitates out. The yield is 3.5 g. (80% of theory); m.p. 266°-267° C. (decomp.). Reactants: COc1ccc(CN2Cc3c(F)c(NC4CCOCC4N)nc(Cl)c3C2=O)c(OC)c1, [Na+], O=C([O-])O, C1COCCO1, OB(O)c1cnn2ccccc12. Yields the product COc1ccc(CN2Cc3c(F)c(NC4CCOCC4N)nc(-c4cnn5ccccc45)c3C2=O)c(OC)c1. Reaction SMILES: [NH2:1][CH:2]1[CH2:3][O:4][CH2:5][CH2:6][CH:7]1[NH:8][c:9]1[c:10]([F:31])[c:11]2[c:12]([c:13]([Cl:15])[n:14]1)[C:16](=[O:30])[N:17]([CH2:19][c:20]1[c:21]([O:28][CH3:29])[cH:22][c:23]([O:26][CH3:27])[cH:24][cH:25]1)[CH2:18]2.[Na+:48].[O-:44][C:45]([OH:46])=[O:47].[O:49]1[CH2:50][CH2:51][O:52][CH2:53][CH2:54]1.[n:32]1[cH:33][c:34]([B:41]([OH:42])[OH:43])[c:35]2[n:36]1[cH:37][cH:38][cH:39][cH:40]2>>[NH2:1][CH:2]1[CH2:3][O:4][CH2:5][CH2:6][CH:7]1[NH:8][c:9]1[c:10]([F:31])[c:11]2[c:12]([c:13](-[c:34]3[cH:33][n:32][n:36]4[c:35]3[cH:40][cH:39][cH:38][cH:37]4)[n:14]1)[C:16](=[O:30])[N:17]([CH2:19][c:20]1[c:21]([O:28][CH3:29])[cH:22][c:23]([O:26][CH3:27])[cH:24][cH:25]1)[CH2:18]2. Starting materials: ClCC1=CC=C(C=C1)C(=O)N=C=S (4-(chloromethyl)-1-benzenecarbonyl isothiocyanate), ClCC1=CC=C(C=C1)C(=O)Cl (4-(chloromethyl)-1-benzenecarbonyl chloride), COC=1C=C2C(=CC=NC2=CC1OC)OC1=CC=C(N)C=C1 (4-[(6,7-Dimethoxy-4-quinolyl)oxy]aniline). Solvent: C(C)O (ethanol), C(C)O (ethanol), C1(=CC=CC=C1)C (toluene). Conditions: time 2 hour. The product is ClCC1=CC=C(C=C1)C(=O)N=C=S (4-(Chloromethyl)-1-benzenecarbonyl isothiocyanate), ClCC1=CC=C(C(=O)NC(=S)NC2=CC=C(C=C2)OC2=CC=NC3=CC(=C(C=C23)OC)OC)C=C1 (N-[4-(Chloromethyl)benzoyl]-N′-{4-[(6,7-dimethoxy-4-quinolyl)oxy]phenyl}thiourea). The yield is 63.0%. RXN SMILES: ClCC1C=CC(C(Cl)=O)=CC=1.[CH3:12][O:13][C:14]1[CH:15]=[C:16]2[C:21](=[CH:22][C:23]=1[O:24][CH3:25])[N:20]=[CH:19][CH:18]=[C:17]2[O:26][C:27]1[CH:33]=[CH:32][C:30]([NH2:31])=[CH:29][CH:28]=1.[Cl:34][CH2:35][C:36]1[CH:41]=[CH:40][C:39]([C:42]([N:44]=[C:45]=[S:46])=[O:43])=[CH:38][CH:37]=1>C1(C)C=CC=CC=1.C(O)C>[Cl:34][CH2:35][C:36]1[CH:37]=[CH:38][C:39]([C:42]([N:44]=[C:45]=[S:46])=[O:43])=[CH:40][CH:41]=1.[Cl:34][CH2:35][C:36]1[CH:37]=[CH:38][C:39]([C:42]([NH:44][C:45]([NH:31][C:30]2[CH:32]=[CH:33][C:27]([O:26][C:17]3[C:16]4[C:21](=[CH:22][C:23]([O:24][CH3:25])=[C:14]([O:13][CH3:12])[CH:15]=4)[N:20]=[CH:19][CH:18]=3)=[CH:28][CH:29]=2)=[S:46])=[O:43])=[CH:40][CH:41]=1. Reported procedure: 4-(Chloromethyl)-1-benzenecarbonyl isothiocyanate was prepared using commercially available 4-(chloromethyl)-1-benzenecarbonyl chloride (80 mg) as a starting compound according to the description of the literature. 4-[(6,7-Dimethoxy-4-quinolyl)oxy]aniline (50 mg) was dissolved in toluene (5 ml) and ethanol (1 ml) to prepare a solution. A solution of 4-(chloromethyl)-1-benzenecarbonyl isothiocyanate in ethanol (1 ml) was then added to the solution, and the mixture was stirred at room temperature ... Reactants: C(C)OC(=O)C1(CCNCC1)CCOC (4-(2-methoxy-ethyl)-piperidine-4-carboxylic acid ethyl ester), FC1=CC(=C(C=C1)S(=O)(=O)Cl)C(F)(F)F (4-fluoro-2-trifluoromethyl-benzenesulfonyl chloride), NC1=CC=C(C=C1)OS(=O)(=O)C (methanesulfonic acid 4-amino-phenyl ester). Yields the product FC1=CC(=C(C=C1)S(=O)(=O)N1CCC2(CCN(C2=O)C2=CC=C(C=C2)OS(=O)(=O)C)CC1)C(F)(F)F (Methanesulfonic acid 4-[8-(4-fluoro-2-trifluoromethyl-benzenesulfonyl)-1-oxo-2,8-diaza-spiro[4.5]dec-2-yl]-phenyl ester). Reaction SMILES: C(O[C:4]([C:6]1([CH2:12][CH2:13]OC)[CH2:11][CH2:10][NH:9][CH2:8][CH2:7]1)=[O:5])C.[F:16][C:17]1[CH:22]=[CH:21][C:20]([S:23](Cl)(=[O:25])=[O:24])=[C:19]([C:27]([F:30])([F:29])[F:28])[CH:18]=1.[NH2:31][C:32]1[CH:37]=[CH:36][C:35]([O:38][S:39]([CH3:42])(=[O:41])=[O:40])=[CH:34][CH:33]=1>>[F:16][C:17]1[CH:22]=[CH:21][C:20]([S:23]([N:9]2[CH2:8][CH2:7][C:6]3([C:4](=[O:5])[N:31]([C:32]4[CH:37]=[CH:36][C:35]([O:38][S:39]([CH3:42])(=[O:41])=[O:40])=[CH:34][CH:33]=4)[CH2:13][CH2:12]3)[CH2:11][CH2:10]2)(=[O:25])=[O:24])=[C:19]([C:27]([F:30])([F:29])[F:28])[CH:18]=1. Procedure details: Brown solid. MS (ESI): 551.09 (MH+). This example was prepared in analogy to example 1 step C) to D) from 4-(2-methoxy-ethyl)-piperidine-4-carboxylic acid ethyl ester (example 1 step B)), 4-fluoro-2-trifluoromethyl-benzenesulfonyl chloride and methanesulfonic acid 4-amino-phenyl ester.